The task is: describe an organic reaction: reactants, conditions, products, and yield. This data is from the Open Reaction Database (ORD), a public repository of structured organic reaction records. Starting materials: CC(=O)O, COC(=O)c1cc2cc(OC)ccc2n1C, O=[N+]([O-])O. Product: COC(=O)c1cc2c([N+](=O)[O-])c(OC)ccc2n1C. RXN SMILES: [C:21]([OH:22])(=[O:23])[CH3:24].[CH3:5][O:6][C:7](=[O:8])[c:9]1[n:10]([CH3:20])[c:11]2[cH:12][cH:13][c:14]([O:18][CH3:19])[cH:15][c:16]2[cH:17]1.[OH:1][N+:2]([O-:3])=[O:4]>>[O-:1][N+:2](=[O:4])[c:15]1[c:14]([O:18][CH3:19])[cH:13][cH:12][c:11]2[n:10]([CH3:20])[c:9]([C:7]([O:6][CH3:5])=[O:8])[cH:17][c:16]21.